Dataset: the Open Reaction Database (ORD), a public repository of structured organic reaction records. Task: describe an organic reaction: reactants, conditions, products, and yield Reactants: CN(C1=CC=C(C=C1)OC(F)(F)F)C (1-dimethylamino-4-(trifluoromethoxy)benzene), C([O-])([O-])=O.[Na+].[Na+] (sodium carbonate), BrBr (Bromine). The solvent is C(Cl)(Cl)Cl (chloroform), O (water). Reaction conditions: time 1 hour. Yields the product CN(C1=C(C=C(C=C1)OC(F)(F)F)Br)C (2-Dimethylamino-5-(trifluoromethoxy)bromobenzene). As a reaction SMILES: [Br:1]Br.[CH3:3][N:4]([CH3:16])[C:5]1[CH:10]=[CH:9][C:8]([O:11][C:12]([F:15])([F:14])[F:13])=[CH:7][CH:6]=1.C(=O)([O-])[O-].[Na+].[Na+]>C(Cl)(Cl)Cl.O>[CH3:3][N:4]([CH3:16])[C:5]1[CH:10]=[CH:9][C:8]([O:11][C:12]([F:13])([F:14])[F:15])=[CH:7][C:6]=1[Br:1] |f:2.3.4|. Reported procedure: Bromine (0.15 ml) was added dropwise to a stirred, cooled (0° C.) mixture of 1-dimethylamino-4-(trifluoromethoxy)benzene (Description 77, 600 mg) and sodium carbonate (620 mg) in chloroform (15 ml). The mixture was stirred for 1 h. and diluted with water. The organic layer was washed with brine, dried (MgSO4) and the solvent was evaporated under reduced pressure. The residue was purified by chromatography on silica gel, eluting with hexane/EtOAc (99:1 increasing to 95:5) to give the title compou... Solvent: O1CCOCC1 (dioxane). As a reaction SMILES: [Br:1][C:2]1[C:3]([C:12]2[O:13][CH:14]=[CH:15][CH:16]=2)=[N:4][C:5]([NH2:11])=[N:6][C:7]=1S(C)=O.[OH:17][CH2:18][C:19]1[CH:24]=[CH:23][CH:22]=[CH:21][N:20]=1.C1CCN2C(=NCCC2)CC1>O1CCOCC1>[Br:1][C:2]1[C:3]([C:12]2[O:13][CH:14]=[CH:15][CH:16]=2)=[N:4][C:5]([NH2:11])=[N:6][C:7]=1[O:17][CH2:18][C:19]1[CH:24]=[CH:23][CH:22]=[CH:21][N:20]=1. The reactants are BrC=1C(=NC(=NC1S(=O)C)N)C=1OC=CC1 (5-bromo-4-furan-2-yl-6-methanesulfinyl-pyrimidin-2-yl amine), M{81Br} H+, M{79Br} H+, OCC1=NC=CC=C1 (2-(hydroxymethyl)pyridine), C1CCC2=NCCCN2CC1 (DBU). Product: BrC=1C(=NC(=NC1OCC1=NC=CC=C1)N)C=1OC=CC1 (5-Bromo-4-furan-2-yl-6-(pyridin-2-ylmethoxy)-pyrimidin-2-yl-amine). Procedure details: From 5-bromo-4-furan-2-yl-6-methanesulfinyl-pyrimidin-2-yl amine, 2-(hydroxymethyl)pyridine and DBU in dioxane. 349 (M{81Br}+H+, 98), 347 (M{79Br}+H+, 100). Reactants: CS(C)=O, O=[N+]([O-])c1cc(F)ccc1F, CCOC(=O)c1c(N)sc2ccccc12. The product is CCOC(=O)c1c(Nc2ccc(F)cc2[N+](=O)[O-])sc2ccccc12. Reaction SMILES: [CH3:27][S:28](=[O:29])[CH3:30].[F:16][c:17]1[c:18]([N+:24](=[O:25])[O-:26])[cH:19][c:20]([F:23])[cH:21][cH:22]1.[NH2:1][c:2]1[c:3]([C:11](=[O:12])[O:13][CH2:14][CH3:15])[c:4]2[c:5]([s:6]1)[cH:7][cH:8][cH:9][cH:10]2>>[NH:1]([c:2]1[c:3]([C:11](=[O:12])[O:13][CH2:14][CH3:15])[c:4]2[c:5]([s:6]1)[cH:7][cH:8][cH:9][cH:10]2)[c:17]1[c:18]([N+:24](=[O:25])[O-:26])[cH:19][c:20]([F:23])[cH:21][cH:22]1. Reactants: NCC(=O)N(C1=CC=CC=C1)CC(=O)N(C)C1=CC=C(C=C1)Cl (2-(2-amino-N-phenylacetamido)-N-(4-chlorophenyl)-N-methylacetamide), CC=1C=C(C=CC1)N=C=O (3-methylphenyl isocyanate). Product: ClC1=CC=C(C=C1)N(C(CN(C(CNC(=O)NC1=CC(=CC=C1)C)=O)C1=CC=CC=C1)=O)C (N-(4-chlorophenyl)-N-methyl-2-{2-[3-(3-methylphenyl)ureido]-N-phenylacetamido}acetamide). Isolated yield 32.9%. Reaction SMILES: [NH2:1][CH2:2][C:3]([N:5]([CH2:12][C:13]([N:15]([C:17]1[CH:22]=[CH:21][C:20]([Cl:23])=[CH:19][CH:18]=1)[CH3:16])=[O:14])[C:6]1[CH:11]=[CH:10][CH:9]=[CH:8][CH:7]=1)=[O:4].[CH3:24][C:25]1[CH:26]=[C:27]([N:31]=[C:32]=[O:33])[CH:28]=[CH:29][CH:30]=1>>[Cl:23][C:20]1[CH:19]=[CH:18][C:17]([N:15]([CH3:16])[C:13](=[O:14])[CH2:12][N:5]([C:6]2[CH:11]=[CH:10][CH:9]=[CH:8][CH:7]=2)[C:3](=[O:4])[CH2:2][NH:1][C:32]([NH:31][C:27]2[CH:28]=[CH:29][CH:30]=[C:25]([CH3:24])[CH:26]=2)=[O:33])=[CH:22][CH:21]=1. Reported procedure: The procedure is analogous to that described in Example 1, but 2.2 g of 2-(2-amino-N-phenylacetamido)-N-(4-chlorophenyl)-N-methylacetamide and 0.87 g of 3-methylphenyl isocyanate are used as the starting material. The product obtained is purified by chromatography on 60 g of silica (0.065-0.200 mm) contained in a column 2.5 cm in diameter [eluent: methylene chloride/methanol (99-1 by volume)], collecting 20 cm3 fractions. Fractions 30 to 43 are combined and concentrated to dryness under reduced ... The reactants are [Li]CCCC, CCOC(C)=O, CCCCCC, c1cc(C2OCCO2)cs1, C1CCOC1, O, O=S(=O)(Cl)Cl. Yields the product O=S(=O)(Cl)c1sccc1C1OCCO1. RXN SMILES: [CH2:11]([Li:12])[CH2:13][CH2:14][CH3:15].[CH3:21][CH2:22][O:23][C:24](=[O:25])[CH3:26].[CH3:32][CH2:33][CH2:34][CH2:35][CH2:36][CH3:37].[O:1]1[CH:2]([c:6]2[cH:7][s:8][cH:9][cH:10]2)[O:3][CH2:4][CH2:5]1.[O:27]1[CH2:28][CH2:29][CH2:30][CH2:31]1.[OH2:38].[S:16](=[O:17])(=[O:18])([Cl:19])[Cl:20]>>[O:1]1[CH:2]([c:6]2[c:7]([S:16](=[O:17])(=[O:18])[Cl:19])[s:8][cH:9][cH:10]2)[O:3][CH2:4][CH2:5]1.